From a dataset of the Open Reaction Database (ORD), a public repository of structured organic reaction records. describe an organic reaction: reactants, conditions, products, and yield The reactants are [BH4-], CN1CCOCC1, CO, COCOc1cc(C(C)C)ccc1C(=O)O, CCOC(=O)Cl, [Na+], O=C=O, C1CCOC1. Yields the product COCOc1cc(C(C)C)ccc1CO. As a reaction SMILES: [BH4-:30].[CH3:17][N:18]1[CH2:19][CH2:20][O:21][CH2:22][CH2:23]1.[CH3:40][OH:41].[CH:1]([CH3:2])([CH3:3])[c:4]1[cH:5][c:6]([O:13][CH2:14][O:15][CH3:16])[c:7]([C:8](=[O:9])[OH:10])[cH:11][cH:12]1.[Cl:24][C:25]([O:26][CH2:27][CH3:28])=[O:29].[Na+:31].[O:32]=[C:33]=[O:34].[O:35]1[CH2:36][CH2:37][CH2:38][CH2:39]1>>[CH:1]([CH3:2])([CH3:3])[c:4]1[cH:5][c:6]([O:13][CH2:14][O:15][CH3:16])[c:7]([CH2:8][OH:9])[cH:11][cH:12]1. The reactants are CCN(CC)c1ccc(C(O)C#Cc2ccc(C(=O)OC)c(O)c2)cc1C(C)(C)C, C1CCOC1, CO, [Cl-], Cl, [NH4+]. The product is CCN(CC)c1ccc(C(O)C#Cc2ccc(C(=O)O)c(O)c2)cc1C(C)(C)C. RXN SMILES: [C:1]([CH3:2])([CH3:3])([CH3:4])[c:5]1[cH:6][c:7]([CH:16]([C:17]#[C:18][c:19]2[cH:20][c:21]([OH:29])[c:22]([C:23](=[O:24])[O:25][CH3:26])[cH:27][cH:28]2)[OH:30])[cH:8][cH:9][c:10]1[N:11]([CH2:12][CH3:13])[CH2:14][CH3:15].[CH2:34]1[O:35][CH2:36][CH2:37][CH2:38]1.[CH3:39][OH:40].[Cl-:31].[ClH:33].[NH4+:32]>>[C:1]([CH3:2])([CH3:3])([CH3:4])[c:5]1[cH:6][c:7]([CH:16]([C:17]#[C:18][c:19]2[cH:20][c:21]([OH:29])[c:22]([C:23](=[O:24])[OH:25])[cH:27][cH:28]2)[OH:30])[cH:8][cH:9][c:10]1[N:11]([CH2:12][CH3:13])[CH2:14][CH3:15]. Reactants: CCCCN=C=O, NCC1CC(n2cc(-c3cccc(OCc4ccccc4)c3)c3c(N)ncnc32)C1. Yields the product CCCCNC(=O)NCC1CC(n2cc(-c3cccc(OCc4ccccc4)c3)c3c(N)ncnc32)C1. As a reaction SMILES: [CH3:31][CH2:32][CH2:33][CH2:34][N:35]=[C:36]=[O:37].[NH2:1][CH2:2][CH:3]1[CH2:4][CH:5]([n:7]2[cH:8][c:9](-[c:17]3[cH:18][c:19]([O:23][CH2:24][c:25]4[cH:26][cH:27][cH:28][cH:29][cH:30]4)[cH:20][cH:21][cH:22]3)[c:10]3[c:11]2[n:12][cH:13][n:14][c:15]3[NH2:16])[CH2:6]1>>[NH:1]([CH2:2][CH:3]1[CH2:4][CH:5]([n:7]2[cH:8][c:9](-[c:17]3[cH:18][c:19]([O:23][CH2:24][c:25]4[cH:26][cH:27][cH:28][cH:29][cH:30]4)[cH:20][cH:21][cH:22]3)[c:10]3[c:11]2[n:12][cH:13][n:14][c:15]3[NH2:16])[CH2:6]1)[C:36]([NH:35][CH2:34][CH2:33][CH2:32][CH3:31])=[O:37]. Reactants: Cc1c(C=O)ncn1Cc1ccccc1, COCCOC, CCOC(=O)CP(=O)(OCC)OCC, [H-], [Na+], O. Product: CCOC(=O)C=Cc1ncn(Cc2ccccc2)c1C. As a reaction SMILES: [CH2:17]([c:18]1[cH:19][cH:20][cH:21][cH:22][cH:23]1)[n:24]1[cH:25][n:26][c:27]([CH:30]=[O:31])[c:28]1[CH3:29].[CH3:33][O:34][CH2:35][CH2:36][O:37][CH3:38].[CH3:3][CH2:4][O:5][C:6](=[O:7])[CH2:8][P:9]([O:10][CH2:11][CH3:12])([O:13][CH2:14][CH3:15])=[O:16].[H-:1].[Na+:2].[OH2:32]>>[CH3:3][CH2:4][O:5][C:6](=[O:7])[CH:8]=[CH:30][c:27]1[n:26][cH:25][n:24]([CH2:17][c:18]2[cH:19][cH:20][cH:21][cH:22][cH:23]2)[c:28]1[CH3:29]. Starting materials: C(C)OC(=O)C1=C(NC2=CC=C(C=C12)OC)N (2-amino-5-methoxy-1H-indole-3-carboxylic acid ethyl ester), C[O-].[Na+] (sodium methoxide), C(=O)N (formamide). Conditions: time 2.5 day. The product is COC1=CC=2C(C=C1)=NC1=NCNC(C12)=O (6-methoxy-3H-indolo[2,3-d]pyrimidine-4-one). Yield: 72.0%. RXN SMILES: C([O:3][C:4]([C:6]1[C:14]2[C:9](=[CH:10][CH:11]=[C:12]([O:15][CH3:16])[CH:13]=2)[NH:8][C:7]=1[NH2:17])=O)C.C[O-].[Na+].[CH:21]([NH2:23])=O>>[CH3:16][O:15][C:12]1[CH:11]=[CH:10][C:9]2=[N:8][C:7]3[C:6]([C:4](=[O:3])[NH:23][CH2:21][N:17]=3)=[C:14]2[CH:13]=1 |f:1.2|. Reported procedure: A solution of 2-amino-5-methoxy-1H-indole-3-carboxylic acid ethyl ester (2.15 g (9.2 mmol), sodium methoxide (0.5 g (9.3 mmol), and formamide (200 mL), is heated under N2 at 220° C. for 1.5 h. The solution is cooled to room temperature, stored for 2.5 days, and filtered. The solvent is evaporated by Kugelrohr distillation at 95° C./0.8 mm. The residual solids are washed with H2O, then heated in 35 mL of boiling N,N-dimethylformamide. The hot suspension is filtered hot over a pad of flash silica ... Reactants: C1(CCCC1)C1=C(C=C(COC2=CC=3C4=C(NC3C=C2)C(CC4)CC(=O)OCC)C=C1)C(F)(F)F (ethyl 2-(7-(4-cyclopentyl-3-(trifluoromethyl)benzyloxy)-1,2,3,4-tetrahydrocyclopenta[b]indol-3-yl)acetate), [OH-].[Li+] (lithium hydroxide). The solvent is O1CCOCC1 (dioxane). Conditions: temperature 50 celsius. Yields the product C1(CCCC1)C1=C(C=C(COC2=CC=3C4=C(NC3C=C2)C(CC4)CC(=O)O)C=C1)C(F)(F)F (2-(7-(4-Cyclopentyl-3-(trifluoromethyl)benzyloxy)-1,2,3,4-tetrahydrocyclopenta[b]indol-3-yl)acetic Acid). Isolated yield 99.0%. Reaction SMILES: [CH:1]1([C:6]2[CH:31]=[CH:30][C:9]([CH2:10][O:11][C:12]3[CH:20]=[CH:19][C:18]4[NH:17][C:16]5[CH:21]([CH2:24][C:25]([O:27]CC)=[O:26])[CH2:22][CH2:23][C:15]=5[C:14]=4[CH:13]=3)=[CH:8][C:7]=2[C:32]([F:35])([F:34])[F:33])[CH2:5][CH2:4][CH2:3][CH2:2]1.[OH-].[Li+]>O1CCOCC1>[CH:1]1([C:6]2[CH:31]=[CH:30][C:9]([CH2:10][O:11][C:12]3[CH:20]=[CH:19][C:18]4[NH:17][C:16]5[CH:21]([CH2:24][C:25]([OH:27])=[O:26])[CH2:22][CH2:23][C:15]=5[C:14]=4[CH:13]=3)=[CH:8][C:7]=2[C:32]([F:35])([F:33])[F:34])[CH2:5][CH2:4][CH2:3][CH2:2]1 |f:1.2|. Procedure details: In a 3 L, 3-necked, round-bottomed flask was placed ethyl 2-(7-(4-cyclopentyl-3-(trifluoromethyl)benzyloxy)-1,2,3,4-tetrahydrocyclopenta[b]indol-3-yl)acetate (139.4 g, 287 mmol) in dioxane (1.8 L). The mixture was added 2N lithium hydroxide (0.431 L, 861 mmol) and heated to 45-55° C. for 3 h. The mixture was concentrated in vacuo. The residue was added MTBE/water and acidified with concentrated HCl (until pH3) while keeping the temperature under 20° C. with an ice bath. The aqueous layer was sep... The reactants are N[C@@H](CC1=CC=CC=C1)C(=O)O (Phe), NCC(=O)O (Gly). Product: N[C@@H](CCC(O)=O)C(=O)O (Glu). As a reaction SMILES: N[C@H:2]([C:10]([OH:12])=[O:11])[CH2:3]C1C=CC=CC=1.[NH2:13][CH2:14][C:15]([OH:17])=[O:16]>>[NH2:13][C@H:14]([C:15]([OH:17])=[O:16])[CH2:3][CH2:2][C:10](=[O:11])[OH:12]. Reported procedure: 1.04 His: 0.98 Phe: 0.99 Gly: 1.95